This data is from the Open Reaction Database (ORD), a public repository of structured organic reaction records. The task is: describe an organic reaction: reactants, conditions, products, and yield The reactants are Cl, O=N[O-], CC1NC(=O)NN=C1c1ccc(NN)cc1, [Na+], O. The product is CC1NC(=O)NN=C1c1ccc(N=[N+]=[N-])cc1. As a reaction SMILES: [ClH:5].[N:1]([O-:2])=[O:3].[NH:6]([NH2:7])[c:8]1[cH:9][cH:10][c:11]([C:14]2=[N:19][NH:18][C:17](=[O:20])[NH:16][CH:15]2[CH3:21])[cH:12][cH:13]1.[Na+:4].[OH2:22]>>[N-:1]=[N+:7]=[N:6][c:8]1[cH:9][cH:10][c:11]([C:14]2=[N:19][NH:18][C:17](=[O:20])[NH:16][CH:15]2[CH3:21])[cH:12][cH:13]1.